From a dataset of the Open Reaction Database (ORD), a public repository of structured organic reaction records. describe an organic reaction: reactants, conditions, products, and yield The reactants are N[C@H](C(C)(C)S)C(=O)O (D-Penicillamine), [OH-].[Na+] (sodium hydroxide), [OH-].[Na+] (sodium hydroxide), resultant solution, C(C1=CC=CC=C1)Br (benzyl bromide). Solvent: O=O (oxygen), O=O (oxygen). Reaction conditions: time 8 hour. Yields the product C(C1=CC=CC=C1)SC([C@@H](N)C(=O)O)(C)C (S-Benzyl-D-penicillamine). Isolated yield 70.1%. As a reaction SMILES: [NH2:1][C@@H:2]([C:7]([OH:9])=[O:8])[C:3]([SH:6])([CH3:5])[CH3:4].[OH-].[Na+].[CH2:12](Br)[C:13]1[CH:18]=[CH:17][CH:16]=[CH:15][CH:14]=1>O=O>[CH2:12]([S:6][C:3]([CH3:5])([CH3:4])[C@H:2]([C:7]([OH:9])=[O:8])[NH2:1])[C:13]1[CH:18]=[CH:17][CH:16]=[CH:15][CH:14]=1 |f:1.2|. Procedure details: D-Penicillamine (5)(140 9: 938 mmol) and sodium hydroxide (43 g; 938 mmol) were dissolved in a mixture of oxygen-free water (670 ml) and oxygen-free isopropanol (830 ml) at 0° C. To the resultant solution, benzyl bromide (208.6 g; 1219 mmol) was dropwise added, and the mixture was stirred at room temperature overnight. The reaction mixture was made neutral with 2N aqueous sodium hydroxide, stirred at -20° C. to precipitate crystals, which were collected by filtration to give Compound (6) (157.3 ...